The task is: describe an organic reaction: reactants, conditions, products, and yield. This data is from the Open Reaction Database (ORD), a public repository of structured organic reaction records. Reactants: [Li+].[OH-] (LiOH), C[C@@H]1CCC=2N=CN=C(C21)C2=CC=C(C(=O)OC)C=C2 ((R)-methyl 4-(5-methyl-6,7-dihydro-5H-cyclopenta[d]pyrimidin-4-yl)benzoate). Run in O (H2O), C1CCOC1 (THF). Conditions: time 8 hour. Product: C[C@@H]1CCC=2N=CN=C(C21)C2=CC=C(C(=O)O)C=C2 ((R)-4-(5-methyl-6,7-dihydro-5H-cyclopenta[d]pyrimidin-4-yl)benzoic acid). Yield: 89.8%. RXN SMILES: [Li+].[OH-].[CH3:3][C@H:4]1[C:12]2[C:11]([C:13]3[CH:22]=[CH:21][C:16]([C:17]([O:19]C)=[O:18])=[CH:15][CH:14]=3)=[N:10][CH:9]=[N:8][C:7]=2[CH2:6][CH2:5]1>O.C1COCC1>[CH3:3][C@H:4]1[C:12]2[C:11]([C:13]3[CH:22]=[CH:21][C:16]([C:17]([OH:19])=[O:18])=[CH:15][CH:14]=3)=[N:10][CH:9]=[N:8][C:7]=2[CH2:6][CH2:5]1 |f:0.1|. Procedure: A solution of LiOH (64 mg, 2.68 mmol) in H2O (10 mL) was added to a solution of (R)-methyl 4-(5-methyl-6,7-dihydro-5H-cyclopenta[d]pyrimidin-4-yl)benzoate (359 mg, 1.34 mmol) in THF (6 mL) at 0° C. The mixture was allowed to warm up to room temperature and stirred overnight. The volatile solvent was removed in vacuo. The aqueous layer was acidified with 1N HCl to a pH of 3. A solid precipitated, and was collected by filtration, washed with ether, and dried in vacuo to give (R)-4-(5-methyl-6,7-di... The reactants are ClC=1C=C(C=CC1Cl)S(=O)(=O)N1CCC2=CC=C(C=C12)C(=O)NC1=CC(=C(C(=O)O)C=C1)F (4-{[1-(3,4-Dichloro-benzenesulfonyl)-2,3-dihydro-1H-indole-6-carbonyl]-amino}-2-fluoro-benzoic acid), ClC=1C=C(C=CC1Cl)S(=O)(=O)Cl (3,4-dichloro-benzenesulfonyl chloride). Yields the product C(C)OC(C1=C(C=C(C=C1)NC(=O)C1=CC=C2CCN(C2=C1)S(=O)(=O)C1=CC(=C(C=C1)Cl)Cl)F)=O (4-{[1-(3,4-dichloro-benzenesulfonyl)-2,3-dihydro-1H-indole-6-carbonyl]-amino}-2-fluoro-benzoic acid ethyl ester). As a reaction SMILES: [Cl:1][C:2]1[CH:3]=[C:4]([S:9]([N:12]2[C:20]3[C:15](=[CH:16][CH:17]=[C:18]([C:21]([NH:23][C:24]4[CH:32]=[CH:31][C:27]([C:28]([OH:30])=[O:29])=[C:26]([F:33])[CH:25]=4)=[O:22])[CH:19]=3)[CH2:14][CH2:13]2)(=[O:11])=[O:10])[CH:5]=[CH:6][C:7]=1[Cl:8].Cl[C:35]1C=C(S(Cl)(=O)=O)C=C[C:40]=1Cl>>[CH2:35]([O:29][C:28](=[O:30])[C:27]1[CH:31]=[CH:32][C:24]([NH:23][C:21]([C:18]2[CH:19]=[C:20]3[C:15]([CH2:14][CH2:13][N:12]3[S:9]([C:4]3[CH:5]=[CH:6][C:7]([Cl:8])=[C:2]([Cl:1])[CH:3]=3)(=[O:11])=[O:10])=[CH:16][CH:17]=2)=[O:22])=[CH:25][C:26]=1[F:33])[CH3:40]. Procedure: 4-{[1-(3,4-Dichloro-benzenesulfonyl)-2,3-dihydro-1H-indole-6-carbonyl]-amino}-2-fluoro-benzoic acid, m/z (ES+): 509.15 (M+H+.), was prepared in analogy to example 9, steps 1 to 5. Step 4 was performed using 3,4-dichloro-benzenesulfonyl chloride and yielded 4-{[1-(3,4-dichloro-benzenesulfonyl)-2,3-dihydro-1H-indole-6-carbonyl]-amino}-2-fluoro-benzoic acid ethyl ester, which was hydrolyzed in step 5. The reactants are Clc1ccc2ccc(CBr)nc2c1, CC#N, CCOCC, c1ccc(P(c2ccccc2)c2ccccc2)cc1. The product is [Br-], Clc1ccc2ccc(C[P+](c3ccccc3)(c3ccccc3)c3ccccc3)nc2c1. Reaction SMILES: [Br:20][CH2:21][c:22]1[n:23][c:24]2[cH:25][c:26]([Cl:32])[cH:27][cH:28][c:29]2[cH:30][cH:31]1.[CH3:33][C:34]#[N:35].[CH3:36][CH2:37][O:38][CH2:39][CH3:40].[c:1]1([P:7]([c:8]2[cH:9][cH:10][cH:11][cH:12][cH:13]2)[c:14]2[cH:15][cH:16][cH:17][cH:18][cH:19]2)[cH:2][cH:3][cH:4][cH:5][cH:6]1>>[Br-:20].[c:1]1([P+:7]([c:8]2[cH:9][cH:10][cH:11][cH:12][cH:13]2)([c:14]2[cH:15][cH:16][cH:17][cH:18][cH:19]2)[CH2:21][c:22]2[n:23][c:24]3[cH:25][c:26]([Cl:32])[cH:27][cH:28][c:29]3[cH:30][cH:31]2)[cH:2][cH:3][cH:4][cH:5][cH:6]1. The reactants are CC(C)(C)OC(=O)NCC(=O)O, CC#N, C(=NC1CCCCC1)=NC1CCCCC1, CC(C)(C)OC(=O)C1CC(C(=O)OCc2ccccc2)C(c2ccccc2)N1. The product is CC(C)(C)OC(=O)NCC(=O)N1C(C(=O)OC(C)(C)C)CC(C(=O)OCc2ccccc2)C1c1ccccc1. Reaction SMILES: [C:29]([CH3:30])([CH3:31])([CH3:32])[O:33][C:34](=[O:35])[NH:36][CH2:37][C:38](=[O:39])[OH:40].[CH3:56][C:57]#[N:58].[CH:41]1([N:42]=[C:43]=[N:44][CH:45]2[CH2:46][CH2:47][CH2:48][CH2:49][CH2:50]2)[CH2:51][CH2:52][CH2:53][CH2:54][CH2:55]1.[c:1]1([CH:7]2[CH:8]([C:19](=[O:20])[O:21][CH2:22][c:23]3[cH:24][cH:25][cH:26][cH:27][cH:28]3)[CH2:9][CH:10]([C:12](=[O:13])[O:14][C:15]([CH3:16])([CH3:17])[CH3:18])[NH:11]2)[cH:2][cH:3][cH:4][cH:5][cH:6]1>>[c:1]1([CH:7]2[CH:8]([C:19](=[O:20])[O:21][CH2:22][c:23]3[cH:24][cH:25][cH:26][cH:27][cH:28]3)[CH2:9][CH:10]([C:12](=[O:13])[O:14][C:15]([CH3:16])([CH3:17])[CH3:18])[N:11]2[C:38]([CH2:37][NH:36][C:34]([O:33][C:29]([CH3:30])([CH3:31])[CH3:32])=[O:35])=[O:39])[cH:2][cH:3][cH:4][cH:5][cH:6]1. Reactants: C1(=CC=CC=C1)C1(C(C1)C1=CC=CC=C1)CC(=O)CC1(C(C1)C1=CC=CC=C1)C1=CC=CC=C1 (1,2-diphenylcyclopropylmethyl ketone), 4A, CO\N=C(\C(=O)[O-])/C1=C(C=CC=C1)CON ((E)-2-(aminooxymethyl)phenylglyoxylate O-methyloxime), C1(=CC=CC=C1)C (toluene). Yields the product C1(=CC=CC=C1)C1(C(C1)C1=CC=CC=C1)C(C)=NOCC1=C(C=CC=C1)\C(\C(=O)OC)=N/OC ((E)-Methyl 2-[2-((((1-(1,2-diphenylcyclopropyl)ethylidene)amino)-oxy)methyl)phenyl]-2-methoxyiminoacetate). Reaction SMILES: [C:1]1([C:7]2([CH2:16][C:17](CC3(C4C=CC=CC=4)CC3C3C=CC=CC=3)=O)[CH2:9][CH:8]2[C:10]2[CH:15]=[CH:14][CH:13]=[CH:12][CH:11]=2)[CH:6]=[CH:5][CH:4]=[CH:3][CH:2]=1.[CH3:35][O:36]/[N:37]=[C:38](\[C:42]1[CH:47]=[CH:46][CH:45]=[CH:44][C:43]=1[CH2:48][O:49][NH2:50])/[C:39]([O-:41])=[O:40].[C:51]1(C)C=CC=CC=1>>[C:1]1([C:7]2([C:16](=[N:50][O:49][CH2:48][C:43]3[CH:44]=[CH:45][CH:46]=[CH:47][C:42]=3/[C:38](=[N:37]\[O:36][CH3:35])/[C:39]([O:41][CH3:51])=[O:40])[CH3:17])[CH2:9][CH:8]2[C:10]2[CH:11]=[CH:12][CH:13]=[CH:14][CH:15]=2)[CH:6]=[CH:5][CH:4]=[CH:3][CH:2]=1. Reported procedure: To a 50 ml round bottom flask equipped with magnetic stirrer and reflux condenser was charged the 0.8 g (0.0034 moles, 1.0 eq.) of 1,2-diphenylcyclopropylmethyl ketone 50 mls of anhydrous toluene, approximately 20 4A molecular sieves, and 0.9 g (0.0037 moles, 1.1 eq.) of (E)-2-(aminooxymethyl)phenylglyoxylate O-methyloxime. The reaction was refluxed for a total of 2.5 hours, then cooled, and filtered through filter paper to remove the insoluble material. The filtrate was poured into 100 mls of w... Reactants: N(=NC(=O)[O-])C(=O)OCC (ethyl azodicarboxylate), FC1=C(C=CC=C1F)[C@@H]1CC[C@H](CC1)CCCCCCCCCCCCCO (2,3-difluoro-1-[trans-4-(13-hydroxytridecyl)cyclohexyl]benzene), C(C1=CC=CC=C1)OCCCCCCC(C(=O)O)CCCCCCOCC1=CC=CC=C1 (2,2-bis(6-benzyloxyhexyl)acetic acid), C1(=CC=CC=C1)P(C1=CC=CC=C1)C1=CC=CC=C1 (triphenylphosphine). Solvent: O1CCCC1 (tetrahydrofuran). Reaction conditions: time 2 hour. Yields the product C(C1=CC=CC=C1)OCCCCCCC(C(=O)OCCCCCCCCCCCCC[C@@H]1CC[C@H](CC1)C1=C(C(=CC=C1)F)F)CCCCCCOCC1=CC=CC=C1 (13-[trans-4-(2,3-difluorophenyl)cyclohexyl]tridecyl 2,2-bis(6-benzyloxyhexyl)acetate). Yield: 97.1%. Reaction SMILES: [F:1][C:2]1[C:7]([F:8])=[CH:6][CH:5]=[CH:4][C:3]=1[C@H:9]1[CH2:14][CH2:13][C@H:12]([CH2:15][CH2:16][CH2:17][CH2:18][CH2:19][CH2:20][CH2:21][CH2:22][CH2:23][CH2:24][CH2:25][CH2:26][CH2:27][OH:28])[CH2:11][CH2:10]1.[CH2:29]([O:36][CH2:37][CH2:38][CH2:39][CH2:40][CH2:41][CH2:42][CH:43]([CH2:47][CH2:48][CH2:49][CH2:50][CH2:51][CH2:52][O:53][CH2:54][C:55]1[CH:60]=[CH:59][CH:58]=[CH:57][CH:56]=1)[C:44](O)=[O:45])[C:30]1[CH:35]=[CH:34][CH:33]=[CH:32][CH:31]=1.C1(P(C2C=CC=CC=2)C2C=CC=CC=2)C=CC=CC=1.N(C(OCC)=O)=NC([O-])=O>O1CCCC1>[CH2:29]([O:36][CH2:37][CH2:38][CH2:39][CH2:40][CH2:41][CH2:42][CH:43]([CH2:47][CH2:48][CH2:49][CH2:50][CH2:51][CH2:52][O:53][CH2:54][C:55]1[CH:56]=[CH:57][CH:58]=[CH:59][CH:60]=1)[C:44]([O:28][CH2:27][CH2:26][CH2:25][CH2:24][CH2:23][CH2:22][CH2:21][CH2:20][CH2:19][CH2:18][CH2:17][CH2:16][CH2:15][C@H:12]1[CH2:11][CH2:10][C@H:9]([C:3]2[CH:4]=[CH:5][CH:6]=[C:7]([F:8])[C:2]=2[F:1])[CH2:14][CH2:13]1)=[O:45])[C:30]1[CH:31]=[CH:32][CH:33]=[CH:34][CH:35]=1. Reported procedure: First, 3 g of 2,3-difluoro-1-[trans-4-(13-hydroxytridecyl)cyclohexyl]benzene, 3 g of 2,2-bis(6-benzyloxyhexyl)acetic acid, 2.2 g of triphenylphosphine, and 30 ml of tetrahydrofuran were placed in a 100 ml flask. Then, 1.5 g of ethyl azodicarboxylate was added dropwise to the reaction mixture under ice water cooling. The reaction mixture was allowed to warm to room temperature and stirred for 2 hours. The reaction mixture was concentrated, and the residue was purified by silica gel column chromat... Reactants: NC1=C2C(=NC=N1)N(N=C2C2=CC=C(C=C2)OC2=CC=CC=C2)CC(CNC(CC#N)=O)(C)C (N-(3-(4-amino-3-(4-phenoxyphenyl)-1H-pyrazolo[3,4-d]pyrimidin-1-yl)-2,2-dimethylpropyl)-2-cyanoacetamide), C1(CC1)C=O (cyclopropanecarbaldehyde), N1CCCCC1 (piperidine). Solvent: C(C)O (ethanol). The product is NC1=C2C(=NC=N1)N(N=C2C2=CC=C(C=C2)OC2=CC=CC=C2)CC(CNC(C(=CC2CC2)C#N)=O)(C)C (N-(3-(4-amino-3-(4-phenoxyphenyl)-1H-pyrazolo[3,4-d]pyrimidin-1-yl)-2,2-dimethylpropyl)-2-cyano-3-cyclopropylacrylamide). As a reaction SMILES: [NH2:1][C:2]1[N:7]=[CH:6][N:5]=[C:4]2[N:8]([CH2:24][C:25]([CH3:34])([CH3:33])[CH2:26][NH:27][C:28](=[O:32])[CH2:29][C:30]#[N:31])[N:9]=[C:10]([C:11]3[CH:16]=[CH:15][C:14]([O:17][C:18]4[CH:23]=[CH:22][CH:21]=[CH:20][CH:19]=4)=[CH:13][CH:12]=3)[C:3]=12.[CH:35]1([CH:38]=O)[CH2:37][CH2:36]1.N1CCCCC1>C(O)C>[NH2:1][C:2]1[N:7]=[CH:6][N:5]=[C:4]2[N:8]([CH2:24][C:25]([CH3:34])([CH3:33])[CH2:26][NH:27][C:28](=[O:32])[C:29]([C:30]#[N:31])=[CH:38][CH:35]3[CH2:37][CH2:36]3)[N:9]=[C:10]([C:11]3[CH:16]=[CH:15][C:14]([O:17][C:18]4[CH:23]=[CH:22][CH:21]=[CH:20][CH:19]=4)=[CH:13][CH:12]=3)[C:3]=12. Procedure details: A solution of N-(3-(4-amino-3-(4-phenoxyphenyl)-1H-pyrazolo[3,4-d]pyrimidin-1-yl)-2,2-dimethylpropyl)-2-cyanoacetamide (0.12 g, 0.26 mmol, 1.0 eq.), cyclopropanecarbaldehyde (56 mg, 0.78 mmol, 3.0 eq.) and a drop of piperidine in ethanol (15 mL) was refluxed overnight. The volatile phase was removed under reduced pressure. The residue was applied on silica gel eluting with petroleum: ethyl acetate (1:1). This provided 50 mg (38%) of the title compound as a white solid. MS (ESI, pos. ion) m/z: 50... Starting materials: O (water), C(CCC)NC(CCC1=CC(=C(C=C1)O)O)=O (N-butyl-3-(3,4- dihydroxyphenyl)propionamide), potassium carbonate anhydride, BrCCBr (1,2-dibromoethane), cupric oxide. Run in CN(C=O)C (N,N-dimethylformamide). Conditions: time 4 hour. The product is C(CCC)NC(CCC1=CC2=C(OCCO2)C=C1)=O (N-butyl-3-(1,4-benzodioxane-6-yl)propionamide). Yield: 37.2%. Reaction SMILES: [CH2:1]([NH:5][C:6](=[O:17])[CH2:7][CH2:8][C:9]1[CH:14]=[CH:13][C:12]([OH:15])=[C:11]([OH:16])[CH:10]=1)[CH2:2][CH2:3][CH3:4].Br[CH2:19][CH2:20]Br.O>CN(C)C=O>[CH2:1]([NH:5][C:6](=[O:17])[CH2:7][CH2:8][C:9]1[CH:14]=[CH:13][C:12]2[O:15][CH2:19][CH2:20][O:16][C:11]=2[CH:10]=1)[CH2:2][CH2:3][CH3:4]. Procedure details: 1.5 g of N-butyl-3-(3,4- dihydroxyphenyl)propionamide was dissolved in 10 ml of N,N-dimethylformamide and 2.3 g of potassium carbonate anhydride was added to the solution. Then 2.3 g of 1,2-dibromoethane and 100 mg of cupric oxide were added to the solution and the resulting solution was stirred at 130°-140° C. for 4 hours. After cooling, the solution was poured over iced water and extracted with ethyl acetate; the organic layer was isolated, washed with water, dried with sodium sulfate anhydrid... The reactants are BrC1=C(C(=O)O)C(=C(C=C1O)O)Br (2,6-Dibromo-3,5-dihydroxybenzoic Acid), C=O (formaldehyde), C(C)O (ethanol), CNC (dimethylamine). Solvent: C(C)(=O)O (acetic acid). Run at temperature 25 celsius, time 5 minute. Yields the product BrC1=C(C(=O)O)C(=C(C(C1O)=CN(C)C)O)Br (2,6-Dibromo-3,5-dihydroxy-4[(dimethylamino) methylene]-benzoic Acid). The yield is 98.0%. RXN SMILES: C=O.[CH2:3](O)C.[CH3:6][NH:7][CH3:8].[Br:9][C:10]1[C:18]([OH:19])=[CH:17][C:16]([OH:20])=[C:15]([Br:21])[C:11]=1[C:12]([OH:14])=[O:13]>C(O)(=O)C>[Br:9][C:10]1[CH:18]([OH:19])[C:17](=[CH:6][N:7]([CH3:3])[CH3:8])[C:16]([OH:20])=[C:15]([Br:21])[C:11]=1[C:12]([OH:14])=[O:13]. Procedure: To a stirred mixture of 37% of aqueous formaldehyde solution (2 mmol), absolute ethanol (0.4 mL), and glacial acetic acid (0.8 mL) was added 40% of aqueous dimethylamine (2 mmol) solution under ice bath (25° C.). The ice bath was removed and 2,6-Dibromo-3,5-dihydroxybenzoic Acid (1 mmol) was added over a period of 2 min. The mixture became darkened, and after 5 min a white solid began to appear. The mixture was stirred at 25° C. for 24 h and then at 0° C. for 2 h to allow complete precipitation ...